From a dataset of the Open Reaction Database (ORD), a public repository of structured organic reaction records. describe an organic reaction: reactants, conditions, products, and yield The reactants are ClCCC=1N=CN(C1)C(C1=CC=CC=C1)(C1=CC=CC=C1)C1=CC=CC=C1 (4-(2-chloroethyl)-1-(triphenylmethyl)imidazole), N1CCNCC1 (piperazine). The solvent is C(C)O (ethanol). Yields the product C1(=CC=CC=C1)C(N1C=NC(=C1)CCN1CCNCC1)(C1=CC=CC=C1)C1=CC=CC=C1 (1-[2-(1-Triphenymethyl-4-imidazolyl)ethyl]-piperazine). RXN SMILES: Cl[CH2:2][CH2:3][C:4]1[N:5]=[CH:6][N:7]([C:9]([C:22]2[CH:27]=[CH:26][CH:25]=[CH:24][CH:23]=2)([C:16]2[CH:21]=[CH:20][CH:19]=[CH:18][CH:17]=2)[C:10]2[CH:15]=[CH:14][CH:13]=[CH:12][CH:11]=2)[CH:8]=1.[NH:28]1[CH2:33][CH2:32][NH:31][CH2:30][CH2:29]1>C(O)C>[C:10]1([C:9]([C:22]2[CH:27]=[CH:26][CH:25]=[CH:24][CH:23]=2)([C:16]2[CH:21]=[CH:20][CH:19]=[CH:18][CH:17]=2)[N:7]2[CH:8]=[C:4]([CH2:3][CH2:2][N:28]3[CH2:33][CH2:32][NH:31][CH2:30][CH2:29]3)[N:5]=[CH:6]2)[CH:15]=[CH:14][CH:13]=[CH:12][CH:11]=1. Reported procedure: A solution of 4-(2-chloroethyl)-1-(triphenylmethyl)imidazole (5.89 g, 15.8 mmol) and piperazine (27.2 g, 316 mmol) in ethanol (80 mL) were heated to reflux for 2 hours. The solvent was removed in vacuo and the residue partitioned between methylene chloride and saturated sodium bicarbonate. The organic layer was separated, washed with brine, dried (Na2SO4), filtered, and concentrated in vacuo to provide the titled product as a yellow oil which was sufficiently pure for use in the next step. The reactants are C(C)OC(CC1=CN(C2=CC=CC=C12)C1=CC=C(C=C1)S(=O)(=O)N1CCC(CC1)CNC[C@@H](C1=C(C(=C(C=C1)O)S(=O)(=O)C)N)O)=O ({1-[4-(4-{[(2R)-2-hydroxy-2-(4-hydroxy-3-methane-sulfonyl-amino-phenyl)-ethylamino]-methyl}-piperidine-1-sulfonyl)-phenyl]-1H-indol-3-yl}-acetic acid ethyl ester), [OH-].[Na+] (NaOH), Cl (HCl). The solvent is CO (methanol). The product is O[C@@H](CNCC1CCN(CC1)S(=O)(=O)C1=CC=C(C=C1)N1C=C(C2=CC=CC=C12)CC(=O)O)C1=CC(=C(C=C1)O)NS(=O)(=O)C ({1-[4-(4-{[(2R)-2-Hydroxy-2-(4-hydroxy-3-methanesulfonylamino-phenyl)-ethylamino]-methyl}-piperidine-1-sulfonyl)-phenyl]-1H-indol-3-yl}-acetic Acid). RXN SMILES: C([O:3][C:4](=[O:47])[CH2:5][C:6]1[C:14]2[C:9](=[CH:10][CH:11]=[CH:12][CH:13]=2)[N:8]([C:15]2[CH:20]=[CH:19][C:18]([S:21]([N:24]3[CH2:29][CH2:28][CH:27]([CH2:30][NH:31][CH2:32][C@H:33]([OH:46])[C:34]4[CH:39]=[CH:38][C:37]([OH:40])=[C:36](S(C)(=O)=O)[C:35]=4N)[CH2:26][CH2:25]3)(=[O:23])=[O:22])=[CH:17][CH:16]=2)[CH:7]=1)C.[OH-:48].[Na+].Cl>CO>[OH:46][C@H:33]([C:34]1[CH:39]=[CH:38][C:37]([OH:40])=[C:36]([NH:24][S:21]([CH3:18])(=[O:22])=[O:48])[CH:35]=1)[CH2:32][NH:31][CH2:30][CH:27]1[CH2:28][CH2:29][N:24]([S:21]([C:18]2[CH:17]=[CH:16][C:15]([N:8]3[C:9]4[C:14](=[CH:13][CH:12]=[CH:11][CH:10]=4)[C:6]([CH2:5][C:4]([OH:3])=[O:47])=[CH:7]3)=[CH:20][CH:19]=2)(=[O:22])=[O:23])[CH2:25][CH2:26]1 |f:1.2|. Procedure details: A solution of {1-[4-(4-{[(2R)-2-hydroxy-2-(4-hydroxy-3-methane-sulfonyl-amino-phenyl)-ethylamino]-methyl}-piperidine-1-sulfonyl)-phenyl]-1H-indol-3-yl}-acetic acid ethyl ester (0.154 g, 0.225 mmol) and 0.67 mL of 1N NaOH in 10 mL methanol was heated at reflux overnight. On cooling the reaction was neutralized with 0.67 mL of 1N HCl. The reaction mixture was concentrated in vacuo and triturated with H2O. The solids were filtered and dried (high vacuum) to give 0.070 g of the title compound as an ... Starting materials: Cl.N1C[C@H](C(=O)O)CCC1 ((R)-(+)-nipecotic acid hydrochloride), CNC(=O)[C@@H]1CN(CCC1)CC1=CC=2N=C(N=C(C2S1)N1CCOCC1)Cl ((S)-1-(2-chloro-4-morpholin-4-yl-thieno[3,2-d]pyrimidin-6-ylmethyl)-piperidine-3-carboxylic acid methylamide), CNC(=O)[C@@H]1CNCCC1 ((S)-piperidine-3-carboxylic acid methylamide), Amine. RXN SMILES: [CH3:1][NH:2][C:3]([C@H:5]1[CH2:10][CH2:9][CH2:8][N:7]([CH2:11][C:12]2[S:20][C:19]3[C:18]([N:21]4[CH2:26][CH2:25][O:24][CH2:23][CH2:22]4)=[N:17][C:16](Cl)=[N:15][C:14]=3[CH:13]=2)[CH2:6]1)=[O:4].C[NH:29][C:30]([C@H:32]1[CH2:37][CH2:36][CH2:35][NH:34][CH2:33]1)=O.Cl.N1CCC[C@@H](C(O)=O)[CH2:40]1>>[CH3:1][NH:2][C:3]([C@H:5]1[CH2:10][CH2:9][CH2:8][N:7]([CH2:11][C:12]2[S:20][C:19]3[C:18]([N:21]4[CH2:26][CH2:25][O:24][CH2:23][CH2:22]4)=[N:17][C:16]([C:37]4[CH:36]=[CH:35][CH:40]=[C:30]5[C:32]=4[CH:33]=[N:34][NH:29]5)=[N:15][C:14]=3[CH:13]=2)[CH2:6]1)=[O:4] |f:2.3|. The product is CNC(=O)[C@@H]1CN(CCC1)CC1=CC=2N=C(N=C(C2S1)N1CCOCC1)C1=C2C=NNC2=CC=C1 ((S)-1-[2-(1H-Indazol-4-yl)-4-morpholin-4-yl-thieno[3,2-d]pyrimidin-6-ylmethyl]-piperidine-3-carboxylic acid methylamide). Reported procedure: Via (S)-1-(2-chloro-4-morpholin-4-yl-thieno[3,2-d]pyrimidin-6-ylmethyl)-piperidine-3-carboxylic acid methylamide, prepared from (S)-piperidine-3-carboxylic acid methylamide. Amine preparation as for 154, utilizing (R)-(+)-nipecotic acid hydrochloride as the starting material. The reactants are [C-]#N.[Na+] (sodium cyanide), CC1(CC(=NO1)SCC=1C(=NN(C1F)C)C(F)(F)F)C (5,5-dimethyl-3-(5-fluoro-1-methyl-3-trifluoromethyl-1H-pyrazol-4-ylmethylthio)-2-isoxazoline), O (water). Solvent: CN(C=O)C (N,N-dimethylformamide). Reaction conditions: temperature 40 celsius, time 1 hour. Yields the product C(#N)C1=C(C(=NN1C)C(F)(F)F)CSC1=NOC(C1)(C)C (3-(5-cyano-1-methyl-3-trifluoromethyl-1H-pyrazol-4-ylmethylthio)-5,5-dimethyl-2-isoxazoline). The yield is 176.7%. Reaction SMILES: [C-:1]#[N:2].[Na+].[CH3:4][C:5]1([CH3:23])[O:9][N:8]=[C:7]([S:10][CH2:11][C:12]2[C:13]([C:19]([F:22])([F:21])[F:20])=[N:14][N:15]([CH3:18])[C:16]=2F)[CH2:6]1.O>CN(C)C=O>[C:1]([C:16]1[N:15]([CH3:18])[N:14]=[C:13]([C:19]([F:22])([F:21])[F:20])[C:12]=1[CH2:11][S:10][C:7]1[CH2:6][C:5]([CH3:23])([CH3:4])[O:9][N:8]=1)#[N:2] |f:0.1|. Procedure: 0.2 g (4.0 mmoles) of sodium cyanide was added to a solution of 0.5 g (1.6 mmoles) of 5,5-dimethyl-3-(5-fluoro-1-methyl-3-trifluoromethyl-1H-pyrazol-4-ylmethylthio)-2-isoxazoline dissolved in 30 ml of N,N-dimethylformamide. The mixture was stirred at 40° C. for 1 hour to give rise to a reaction. After confirmation of the completion of the reaction, the reaction mixture was poured into water, followed by extraction with ethyl acetate. The resulting organic layer was washed with water and an aqueo... Reactants: C(C)(C)(C)OC(=O)N1[C@@H](C[C@@H](C1)N(C1=NC=C(C=N1)C=1C=NN(C1)C)CC1=CC(=CC(=C1)C(F)(F)F)C(F)(F)F)CC ((2R,4S)-4-{(3,5-Bis-trifluoromethyl-benzyl)-[5-(1-methyl-1H-pyrazol-4-yl)-pyrimidin-2-yl]-amino}-2-ethyl-pyrrolidine-1-carboxylic acid tert-butyl ester), FC(C(=O)O)(F)F (trifluoroacetic acid). The solvent is C(Cl)Cl (CH2Cl2). Run at time 1.5 hour. Yields the product FC(C=1C=C(CN(C2=NC=C(C=N2)C=2C=NN(C2)C)[C@@H]2CN[C@@H](C2)CC)C=C(C1)C(F)(F)F)(F)F ((3,5-bis-trifluoromethyl-benzyl)-((3S,5R)-5-ethyl-pyrrolidin-3-yl)-[5-(1-methyl-1H-pyrazol-4-yl)-pyrimidin-2-yl]-amine). RXN SMILES: C(OC([N:8]1[CH2:12][C@@H:11]([N:13]([CH2:26][C:27]2[CH:32]=[C:31]([C:33]([F:36])([F:35])[F:34])[CH:30]=[C:29]([C:37]([F:40])([F:39])[F:38])[CH:28]=2)[C:14]2[N:19]=[CH:18][C:17]([C:20]3[CH:21]=[N:22][N:23]([CH3:25])[CH:24]=3)=[CH:16][N:15]=2)[CH2:10][C@H:9]1[CH2:41][CH3:42])=O)(C)(C)C.FC(F)(F)C(O)=O>C(Cl)Cl>[F:39][C:37]([F:38])([F:40])[C:29]1[CH:28]=[C:27]([CH:32]=[C:31]([C:33]([F:36])([F:35])[F:34])[CH:30]=1)[CH2:26][N:13]([C@H:11]1[CH2:10][C@@H:9]([CH2:41][CH3:42])[NH:8][CH2:12]1)[C:14]1[N:15]=[CH:16][C:17]([C:20]2[CH:21]=[N:22][N:23]([CH3:25])[CH:24]=2)=[CH:18][N:19]=1. Procedure details: To a solution of (2R,4S)-4-{(3,5-Bis-trifluoromethyl-benzyl)-[5-(1-methyl-1H-pyrazol-4-yl)-pyrimidin-2-yl]-amino}-2-ethyl-pyrrolidine-1-carboxylic acid tert-butyl ester (1.2 g, 2 mmol) in CH2Cl2 (20 mL) is added trifluoroacetic acid (7 mL) at room temperature. The reaction mixture is stirred at room temperature for 1.5 hours. The mixture is quenched with saturated aqueous NaHCO3 solution, then extracted with CH2Cl2. The combined organic layer is washed by saturated aqueous NaHCO3 solution, then ...